Dataset: the Open Reaction Database (ORD), a public repository of structured organic reaction records. Task: describe an organic reaction: reactants, conditions, products, and yield Reactants: C(=O)([O-])[O-].[K+].[K+] (K2CO3), [I-].[K+] (potassium iodide), C(C)Br (ethyl bromide), FC1=CC=C(C=C1)CCNCC1CCN(CC1)C(=O)C=1N(N=C2C=CC=CC12)C (2-(4-fluorophenyl)-N-({1-[(2-methyl-2H-indazol-3-yl)carbonyl]piperidin-4-yl}methyl)ethanamine), Cl (hydrochloride). Run in C(C)O (ethanol), C(C)O (ethanol), C(C)O (ethanol). Yields the product Cl.C(C)N(CCC1=CC=C(C=C1)F)CC1CCN(CC1)C(=O)C=1N(N=C2C=CC=CC12)C (N-ethyl-2-(4-fluorophenyl)-N-({1-[(2-methyl-2H-indazol-3-yl)carbonyl]piperidin-4-yl}methyl)ethanamine hydrochloride). As a reaction SMILES: C([O-])([O-])=O.[K+].[K+].[I-].[K+].[CH2:9](Br)[CH3:10].[F:12][C:13]1[CH:18]=[CH:17][C:16]([CH2:19][CH2:20][NH:21][CH2:22][CH:23]2[CH2:28][CH2:27][N:26]([C:29]([C:31]3[N:32]([CH3:40])[N:33]=[C:34]4[C:39]=3[CH:38]=[CH:37][CH:36]=[CH:35]4)=[O:30])[CH2:25][CH2:24]2)=[CH:15][CH:14]=1.[ClH:41]>C(O)C>[ClH:41].[CH2:9]([N:21]([CH2:22][CH:23]1[CH2:28][CH2:27][N:26]([C:29]([C:31]2[N:32]([CH3:40])[N:33]=[C:34]3[C:39]=2[CH:38]=[CH:37][CH:36]=[CH:35]3)=[O:30])[CH2:25][CH2:24]1)[CH2:20][CH2:19][C:16]1[CH:17]=[CH:18][C:13]([F:12])=[CH:14][CH:15]=1)[CH3:10] |f:0.1.2,3.4,9.10|. Reported procedure: K2CO3 (0.71 g; 0.0052 mol), potassium iodide (10 mg; 0.062 mmol) and ethyl bromide (0.54 ml; 0.0072 mol) were added to a solution of 2-(4-fluorophenyl)-N-({1-[(2-methyl-2H-indazol-3-yl)carbonyl]piperidin-4-yl}methyl)ethanamine (10a) (1.7 g; 0.0043 mol) in absolute ethanol (20 ml). The mixture was heated under reflux for 48 h and then the solvent was evaporated at reduced pressure. The residue was taken up in chloroform and was washed with water twice. The organic phase was dried over Na2SO4, fil... The reactants are B, CSC, CO, NC(=O)C1CCc2cc(S(=O)(=O)Nc3ccc(-n4nnn(CCCC5CCCC5)c4=O)cc3)ccc2O1, Cl, [Na+], C1CCOC1, [OH-]. Yields the product NCC1CCc2cc(S(=O)(=O)Nc3ccc(-n4nnn(CCCC5CCCC5)c4=O)cc3)ccc2O1. As a reaction SMILES: [BH3:4].[CH3:1][S:2][CH3:3].[CH3:50][OH:51].[CH:5]1([CH2:10][CH2:11][CH2:12][n:13]2[n:14][n:15][n:16](-[c:19]3[cH:20][cH:21][c:22]([NH:25][S:26](=[O:27])(=[O:28])[c:29]4[cH:30][c:31]5[c:36]([cH:37][cH:38]4)[O:35][CH:34]([C:39](=[O:40])[NH2:41])[CH2:33][CH2:32]5)[cH:23][cH:24]3)[c:17]2=[O:18])[CH2:6][CH2:7][CH2:8][CH2:9]1.[ClH:42].[Na+:44].[O:45]1[CH2:46][CH2:47][CH2:48][CH2:49]1.[OH-:43]>>[CH:5]1([CH2:10][CH2:11][CH2:12][n:13]2[n:14][n:15][n:16](-[c:19]3[cH:20][cH:21][c:22]([NH:25][S:26](=[O:27])(=[O:28])[c:29]4[cH:30][c:31]5[c:36]([cH:37][cH:38]4)[O:35][CH:34]([CH2:39][NH2:41])[CH2:33][CH2:32]5)[cH:23][cH:24]3)[c:17]2=[O:18])[CH2:6][CH2:7][CH2:8][CH2:9]1.